Dataset: the Open Reaction Database (ORD), a public repository of structured organic reaction records. Task: describe an organic reaction: reactants, conditions, products, and yield Starting materials: BrC=1C=C(C=2C=NN(C2C1)S(=O)(=O)C1=CC=CC=C1)C#N (6-bromo-1-(phenylsulfonyl)-1H-indazole-4-carbonitrile), CC1(OB(OC1(C)C)C1=C2C=CN(C2=CC=C1)C(=O)OC(C)(C)C)C (1,1-dimethylethyl 4-(4,4,5,5-tetramethyl-1,3,2-dioxaborolan-2-yl)-1H-indole-1-carboxylate), [O-]P(=O)([O-])[O-].[K+].[K+].[K+] (potassium phosphate tribasic), O1CCOCC1 (1,4-dioxane), 1′-bis(diphenylphosphino)ferrocene palladium dichloride, 1′-bis(diphenylphosphino)ferrocene palladium dichloride. Run in O (water). The product is C(#N)C1=C2C=NN(C2=CC(=C1)C1=C2C=CN(C2=CC=C1)C(=O)OC(C)(C)C)S(=O)(=O)C1=CC=CC=C1 (1,1-Dimethylethyl 4-[4-cyano-1-(phenylsulfonyl)-1H-indazol-6-yl]-1H-indole-1-carboxylate). Isolated yield 44.8%. As a reaction SMILES: Br[C:2]1[CH:3]=[C:4]([C:20]#[N:21])[C:5]2[CH:6]=[N:7][N:8]([S:11]([C:14]3[CH:19]=[CH:18][CH:17]=[CH:16][CH:15]=3)(=[O:13])=[O:12])[C:9]=2[CH:10]=1.CC1(C)C(C)(C)OB([C:30]2[CH:38]=[CH:37][CH:36]=[C:35]3[C:31]=2[CH:32]=[CH:33][N:34]3[C:39]([O:41][C:42]([CH3:45])([CH3:44])[CH3:43])=[O:40])O1.[O-]P([O-])([O-])=O.[K+].[K+].[K+].O1CCOCC1>O>[C:20]([C:4]1[CH:3]=[C:2]([C:30]2[CH:38]=[CH:37][CH:36]=[C:35]3[C:31]=2[CH:32]=[CH:33][N:34]3[C:39]([O:41][C:42]([CH3:45])([CH3:44])[CH3:43])=[O:40])[CH:10]=[C:9]2[C:5]=1[CH:6]=[N:7][N:8]2[S:11]([C:14]1[CH:19]=[CH:18][CH:17]=[CH:16][CH:15]=1)(=[O:13])=[O:12])#[N:21] |f:2.3.4.5|. Procedure details: To a round bottomed flask was charged 6-bromo-1-(phenylsulfonyl)-1H-indazole-4-carbonitrile (10 g, 27.6 mmol), 1,1-dimethylethyl 4-(4,4,5,5-tetramethyl-1,3,2-dioxaborolan-2-yl)-1H-indole-1-carboxylate (14.21 g, 41.4 mmol) and potassium phosphate tribasic (17.58 g, 83 mmol). The resulting mixture was treated with 1,4-dioxane (120 ml) and water (12 ml) that had previously been purged with nitrogen. The mixture was then treated with 1′-bis(diphenylphosphino)ferrocene palladium dichloride (1.547 g, ... The reactants are Cc1ccccc1, CCC(O)CNc1cc(C(F)(F)F)c(C#N)c(Cl)n1, Cc1ccc(S(=O)(=O)O)cc1, O=Cc1ccccn1. Yields the product CCC1CN(c2cc(C(F)(F)F)c(C#N)c(Cl)n2)C(c2ccccn2)O1. RXN SMILES: [CH3:39][c:40]1[cH:41][cH:42][cH:43][cH:44][cH:45]1.[Cl:9][c:10]1[n:11][c:12]([NH:22][CH2:23][CH:24]([CH2:25][CH3:26])[OH:27])[cH:13][c:14]([C:18]([F:19])([F:20])[F:21])[c:15]1[C:16]#[N:17].[c:28]1([CH3:29])[cH:30][cH:31][c:32]([S:33]([OH:34])(=[O:35])=[O:36])[cH:37][cH:38]1.[n:1]1[c:2]([CH:7]=[O:8])[cH:3][cH:4][cH:5][cH:6]1>>[n:1]1[c:2]([CH:7]2[O:8][CH:24]([CH2:25][CH3:26])[CH2:23][N:22]2[c:12]2[n:11][c:10]([Cl:9])[c:15]([C:16]#[N:17])[c:14]([C:18]([F:19])([F:20])[F:21])[cH:13]2)[cH:3][cH:4][cH:5][cH:6]1. Run in C(C)O (ethanol). Yields the product ClC1=CC=C(C=C1)C(=CCSC1=CC(=C(OCC(=O)O)C=C1)CC)C1=CC=C(C=C1)Cl ({4-[3,3-Bis-(4-chloro-phenyl)-allylsulfanyl]-2-ethyl-phenoxy}-acetic acid). Procedure details: {4-[3,3-Bis-(4-chloro-phenyl)-allylsulfanyl]-2-ethyl-phenoxy}-acetic acid methyl ester (100 mg, 0.22 mmol, example 17) was dissolved in ethanol (10 ml). 1N NaOH (3 ml, 3 mmol) was added at room temperature and the reaction mixture was stirred for 18 h at 5° C. after which it was treated with 1N HCl (15 ml) and extracted with dichloromethane (2×20 ml). The combined organic phases were dried and evaporated to give the title compound in 10 mg yield. Reactants: [OH-].[Na+] (NaOH), COC(COC1=C(C=C(C=C1)SCC=C(C1=CC=C(C=C1)Cl)C1=CC=C(C=C1)Cl)CC)=O ({4-[3,3-Bis-(4-chloro-phenyl)-allylsulfanyl]-2-ethyl-phenoxy}-acetic acid methyl ester), Cl (HCl). Reaction SMILES: C[O:2][C:3](=[O:32])[CH2:4][O:5][C:6]1[CH:11]=[CH:10][C:9]([S:12][CH2:13][CH:14]=[C:15]([C:23]2[CH:28]=[CH:27][C:26]([Cl:29])=[CH:25][CH:24]=2)[C:16]2[CH:21]=[CH:20][C:19]([Cl:22])=[CH:18][CH:17]=2)=[CH:8][C:7]=1[CH2:30][CH3:31].[OH-].[Na+].Cl>C(O)C>[Cl:29][C:26]1[CH:25]=[CH:24][C:23]([C:15]([C:16]2[CH:21]=[CH:20][C:19]([Cl:22])=[CH:18][CH:17]=2)=[CH:14][CH2:13][S:12][C:9]2[CH:10]=[CH:11][C:6]([O:5][CH2:4][C:3]([OH:32])=[O:2])=[C:7]([CH2:30][CH3:31])[CH:8]=2)=[CH:28][CH:27]=1 |f:1.2|. Run at temperature 5 celsius, time 18 hour. Product: CN1C(N(C(C=C1C(F)(F)F)=O)C=1C=CC2=C(C(=NS2)CC(=O)N)C1)=O (5-[3,6-Dihydro-3-methyl-2,6-dioxo-4-(trifluoromethyl)-1(2H)-pyrimidinyl]-1,2-benzisothiazole-3-acetamide). Reported procedure: A mixture of 5-[3,6-dihydro-3-methyl-2,6-dioxo-4-(trifluoromethyl)-1(2H)-pyrimidinyl]-1,2-benzisothiazole-3-acetic acid (0.960 g, 0.00250 mol) and 1,1'-carbonyldiimidazole (0.420 g, 0.00259 mol) in tetrahydrofuran is stirred at room temperature for 4.5 hours, treated with ammonium chloride (0.230 g, 0.00430 mol), stirred overnight at room temperature, treated with concentrated ammonia (1.00 mL), stirred for 5 minutes, acidified with 10% hydrochloric acid, and concentrated in vacuo to obtain a re... The reactants are CN1C(N(C(C=C1C(F)(F)F)=O)C=1C=CC2=C(C(=NS2)CC(=O)O)C1)=O (5-[3,6-dihydro-3-methyl-2,6-dioxo-4-(trifluoromethyl)-1(2H)-pyrimidinyl]-1,2-benzisothiazole-3-acetic acid), C(=O)(N1C=NC=C1)N1C=NC=C1 (1,1'-carbonyldiimidazole), N (ammonia), Cl (hydrochloric acid), [Cl-].[NH4+] (ammonium chloride), resultant mixture. Reaction SMILES: [CH3:1][N:2]1[C:7]([C:8]([F:11])([F:10])[F:9])=[CH:6][C:5](=[O:12])[N:4]([C:13]2[CH:14]=[CH:15][C:16]3[S:20][N:19]=[C:18]([CH2:21][C:22](O)=[O:23])[C:17]=3[CH:25]=2)[C:3]1=[O:26].C(N1C=CN=C1)([N:29]1C=CN=C1)=O.[Cl-].[NH4+].N.Cl>O1CCCC1.CO.C(Cl)Cl>[CH3:1][N:2]1[C:7]([C:8]([F:10])([F:11])[F:9])=[CH:6][C:5](=[O:12])[N:4]([C:13]2[CH:14]=[CH:15][C:16]3[S:20][N:19]=[C:18]([CH2:21][C:22]([NH2:29])=[O:23])[C:17]=3[CH:25]=2)[C:3]1=[O:26] |f:2.3|. Reaction conditions: time 4.5 hour. Solvent: O1CCCC1 (tetrahydrofuran), CO (methanol), C(Cl)Cl (methylene chloride).